describe an organic reaction: reactants, conditions, products, and yield From a dataset of the Open Reaction Database (ORD), a public repository of structured organic reaction records. Yields the product CCc1oc(-c2ccc(C(F)(F)F)cc2)cc1C(CCO)OC. RXN SMILES: [C:1]([Si:2]([CH3:3])([CH3:4])[O:8][CH2:9][CH2:10][CH:11]([O:12][CH3:13])[c:14]1[c:15]([CH2:29][CH3:30])[o:16][c:17](-[c:19]2[cH:20][cH:21][c:22]([C:25]([F:26])([F:27])[F:28])[cH:23][cH:24]2)[cH:18]1)([CH3:5])([CH3:6])[CH3:7].[CH2:32]([N+:33]([CH2:34][CH2:35][CH2:36][CH3:37])([CH2:38][CH2:39][CH2:40][CH3:41])[CH2:42][CH2:43][CH2:44][CH3:45])[CH2:46][CH2:47][CH3:48].[CH3:54][CH2:55][O:56][C:57](=[O:58])[CH3:59].[F-:31].[O:49]1[CH2:50][CH2:51][CH2:52][CH2:53]1>>[OH:8][CH2:9][CH2:10][CH:11]([O:12][CH3:13])[c:14]1[c:15]([CH2:29][CH3:30])[o:16][c:17](-[c:19]2[cH:20][cH:21][c:22]([C:25]([F:26])([F:27])[F:28])[cH:23][cH:24]2)[cH:18]1. Starting materials: CCc1oc(-c2ccc(C(F)(F)F)cc2)cc1C(CCO[Si](C)(C)C(C)(C)C)OC, CCCC[N+](CCCC)(CCCC)CCCC, CCOC(C)=O, [F-], C1CCOC1.